describe an organic reaction: reactants, conditions, products, and yield From a dataset of the Open Reaction Database (ORD), a public repository of structured organic reaction records. Starting materials: BrC(Br)(Br)Br, C1CCOC1, CC1(C)COCCN1CCO, c1ccc(P(c2ccccc2)c2ccccc2)cc1. The product is CC1(C)COCCN1CCBr. Reaction SMILES: [Br:12][C:13]([Br:14])([Br:15])[Br:16].[CH2:36]1[O:37][CH2:38][CH2:39][CH2:40]1.[CH3:1][C:2]1([CH3:11])[CH2:3][O:4][CH2:5][CH2:6][N:7]1[CH2:8][CH2:9][OH:10].[c:17]1([P:18]([c:19]2[cH:20][cH:21][cH:22][cH:23][cH:24]2)[c:25]2[cH:26][cH:27][cH:28][cH:29][cH:30]2)[cH:31][cH:32][cH:33][cH:34][cH:35]1>>[CH3:1][C:2]1([CH3:11])[CH2:3][O:4][CH2:5][CH2:6][N:7]1[CH2:8][CH2:9][Br:12]. Starting materials: Cl (hydrochloric acid), C(C)O (ethanol), Cl (hydrogen chloride), C(C)(=O)N1CCC2=C(C(=C(C=C12)C)CC(=O)O)C ((1-acetyl-4,6-dimethylindolin-5-yl)acetic acid), C(C)O (ethanol). Reaction conditions: time 30 minute. The product is C(C)(=O)N1CCC2=C(C(=C(C=C12)C)CC(=O)OCC)C (1-acetyl-5-ethoxycarbonylmethyl-4,6-dimethylindoline). The yield is 87.0%. Reaction SMILES: Cl.[C:2]([N:5]1[C:13]2[C:8](=[C:9]([CH3:19])[C:10]([CH2:15][C:16]([OH:18])=[O:17])=[C:11]([CH3:14])[CH:12]=2)[CH2:7][CH2:6]1)(=[O:4])[CH3:3].[CH2:20](O)[CH3:21]>>[C:2]([N:5]1[C:13]2[C:8](=[C:9]([CH3:19])[C:10]([CH2:15][C:16]([O:18][CH2:20][CH3:21])=[O:17])=[C:11]([CH3:14])[CH:12]=2)[CH2:7][CH2:6]1)(=[O:4])[CH3:3]. Procedure details: To a solution of hydrogen chloride (665 g) in ethanol (2000 ml) was added (1-acetyl-4,6-dimethylindolin-5-yl)acetic acid obtained in Example 15 (150 g), and the resulting mixture was stirred for 30 minutes at 45–50° C., and then an ethanol fraction containing hydrochloric acid (1000 ml) was evaporated off in vacuo. At about 20° C., water (2000 ml) was added, and crystals precipitated were separated by filtration and dried to afford 1-acetyl-5-ethoxycarbonylmethyl-4,6-dimethylindoline (146 g, yie...